From a dataset of the Open Reaction Database (ORD), a public repository of structured organic reaction records. describe an organic reaction: reactants, conditions, products, and yield RXN SMILES: [C:40]([O:41][BH-:42]([O:43][C:44](=[O:45])[CH3:46])[O:47][C:48](=[O:49])[CH3:50])(=[O:51])[CH3:52].[CH2:1]([CH3:2])[c:3]1[n:4][c:5]2[c:6]([n:7][c:8]([CH3:12])[cH:9][c:10]2[CH3:11])[n:13]1[CH2:14][c:15]1[cH:16][cH:17][c:18]([NH:21][CH2:22][CH:23]2[CH2:24][CH2:25][NH:26][CH2:27][CH2:28]2)[cH:19][cH:20]1.[CH3:29][C:30](=[O:31])[OH:32].[Cl:56][CH:57]([Cl:58])[CH3:59].[Na+:53].[Na+:55].[O:33]1[CH2:34][CH2:35][C:36](=[O:39])[CH2:37][CH2:38]1.[OH-:54]>>[CH2:1]([CH3:2])[c:3]1[n:4][c:5]2[c:6]([n:7][c:8]([CH3:12])[cH:9][c:10]2[CH3:11])[n:13]1[CH2:14][c:15]1[cH:16][cH:17][c:18]([NH:21][CH2:22][CH:23]2[CH2:24][CH2:25][N:26]([CH:36]3[CH2:35][CH2:34][O:33][CH2:38][CH2:37]3)[CH2:27][CH2:28]2)[cH:19][cH:20]1. The reactants are CC(=O)O[BH-](OC(C)=O)OC(C)=O, CCc1nc2c(C)cc(C)nc2n1Cc1ccc(NCC2CCNCC2)cc1, CC(=O)O, CC(Cl)Cl, [Na+], [Na+], O=C1CCOCC1, [OH-]. The product is CCc1nc2c(C)cc(C)nc2n1Cc1ccc(NCC2CCN(C3CCOCC3)CC2)cc1. Procedure details: To a mixture of 2-chloro-4-(methylsulfanyl)pyrimidine (Intermediate 28, 500 mg, 3.11 mmol) and Intermediate 15 (810 mg, 3.11 mmol) in dioxane (15 mL) was added palladium(II) acetate (70 mg, 0.311 mmol), XantPhos (270 mg, 0.467 mmol) and cesium carbonate (2 g, 6.23 mmol). The mixture was degassed for 10 min and then heated at 85° C. for 16 h. After cooling to ambient temperature, the reaction mixture was filtered over celite and was washed with DCM/MeOH. After solvent removal, the residue was pur... The product is CC=1C=C(C=C(C1)NC1=NC=CC(=N1)SC)C1=CN=C(S1)C1(CCC1)O (1-[5-(3-methyl-5-{[4-(methylsulfanyl)pyrimidin-2-yl]amino}phenyl)-1,3-thiazol-2-yl]cyclobutanol). Starting materials: CC1(C2=C(C(=CC=C2)P(C3=CC=CC=C3)C4=CC=CC=C4)OC5=C(C=CC=C51)P(C6=CC=CC=C6)C7=CC=CC=C7)C (XantPhos), C([O-])([O-])=O.[Cs+].[Cs+] (cesium carbonate), ClC1=NC=CC(=N1)SC (2-chloro-4-(methylsulfanyl)pyrimidine), ClC1=NC=CC(=N1)SC (2-chloro-4-(methylsulfanyl)pyrimidine), NC=1C=C(C=C(C1)C)C1=CN=C(S1)C1(CCC1)O (1-[5-(3-amino-5-methylphenyl)-1,3-thiazol-2-yl]cyclobutanol). Run at temperature 85 celsius. Reagents/catalysts: C(C)(=O)[O-].[Pd+2].C(C)(=O)[O-] (palladium(II) acetate). Reaction SMILES: Cl[C:2]1[N:7]=[C:6]([S:8][CH3:9])[CH:5]=[CH:4][N:3]=1.[NH2:10][C:11]1[CH:12]=[C:13]([C:18]2[S:22][C:21]([C:23]3([OH:27])[CH2:26][CH2:25][CH2:24]3)=[N:20][CH:19]=2)[CH:14]=[C:15]([CH3:17])[CH:16]=1.CC1(C)C2C(=C(P(C3C=CC=CC=3)C3C=CC=CC=3)C=CC=2)OC2C(P(C3C=CC=CC=3)C3C=CC=CC=3)=CC=CC1=2.C(=O)([O-])[O-].[Cs+].[Cs+]>O1CCOCC1.C([O-])(=O)C.[Pd+2].C([O-])(=O)C>[CH3:17][C:15]1[CH:14]=[C:13]([C:18]2[S:22][C:21]([C:23]3([OH:27])[CH2:26][CH2:25][CH2:24]3)=[N:20][CH:19]=2)[CH:12]=[C:11]([NH:10][C:2]2[N:7]=[C:6]([S:8][CH3:9])[CH:5]=[CH:4][N:3]=2)[CH:16]=1 |f:3.4.5,7.8.9|. Run in O1CCOCC1 (dioxane). Yield: 92.0%. Starting materials: CCC(CCCCCC)=O (3-nonanone), C(NN)(=O)OC(C)(C)C (tert-butyl carbazate). Run in C1CCCCC1 (cyclohexane). The product is C(C)C(CCCCCC)=NNC(=O)OC(C)(C)C (tert-Butyl N′-(1-ethyl-heptylidene)-hydrazinecarboxylate). As a reaction SMILES: [CH3:1][CH2:2][C:3](=O)[CH2:4][CH2:5][CH2:6][CH2:7][CH2:8][CH3:9].[C:11]([O:15][C:16]([CH3:19])([CH3:18])[CH3:17])(=[O:14])[NH:12][NH2:13]>C1CCCCC1>[CH2:2]([C:3](=[N:13][NH:12][C:11]([O:15][C:16]([CH3:19])([CH3:18])[CH3:17])=[O:14])[CH2:4][CH2:5][CH2:6][CH2:7][CH2:8][CH3:9])[CH3:1]. Procedure details: 16.42 g (115 mmol) of 3-nonanone and 15.26 g (115.4 mmol) of tert-butyl carbazate are refluxed for 3 hours in 200 ml of cyclohexane. The solvent is removed in vacuo. This gives 30.54 g (product contains water) of a white solid, Rf=0.49 (cyclohexane/ethyl acetate=3:1). Reactants: BrCCOc1cccc(-c2noc3ccsc23)c1, O=C([O-])[O-], COc1ccccc1CN, CC#N, [K+], [K+]. Product: COc1ccccc1CNCCOc1cccc(-c2noc3ccsc23)c1. RXN SMILES: [Br:1][CH2:2][CH2:3][O:4][c:5]1[cH:6][c:7](-[c:11]2[n:12][o:13][c:14]3[c:15]2[s:16][cH:17][cH:18]3)[cH:8][cH:9][cH:10]1.[C:19](=[O:20])([O-:21])[O-:22].[CH3:25][O:26][c:27]1[c:28]([CH2:29][NH2:30])[cH:31][cH:32][cH:33][cH:34]1.[CH3:35][C:36]#[N:37].[K+:23].[K+:24]>>[CH2:2]([CH2:3][O:4][c:5]1[cH:6][c:7](-[c:11]2[n:12][o:13][c:14]3[c:15]2[s:16][cH:17][cH:18]3)[cH:8][cH:9][cH:10]1)[NH:30][CH2:29][c:28]1[c:27]([O:26][CH3:25])[cH:34][cH:33][cH:32][cH:31]1.